From a dataset of the Open Reaction Database (ORD), a public repository of structured organic reaction records. describe an organic reaction: reactants, conditions, products, and yield Reactants: CO, O=C(O)c1cc(F)c([N+](=O)[O-])cc1F. The product is COc1cc(C(=O)O)c(F)cc1[N+](=O)[O-]. Reaction SMILES: [CH3:15][OH:16].[F:1][c:2]1[c:3]([C:4](=[O:5])[OH:6])[cH:7][c:8]([F:14])[c:9]([N+:11](=[O:12])[O-:13])[cH:10]1>>[F:1][c:2]1[c:3]([C:4](=[O:5])[OH:6])[cH:7][c:8]([O:16][CH3:15])[c:9]([N+:11](=[O:12])[O-:13])[cH:10]1. Reactants: C12(CC3CC(CC(C1)C3)C2)C2=C(C=CC(=C2)I)OC (2-(1-admantanyl)-4-iodo-1-methoxybenzene), BrC1=CC=C(C=C1)B(O)O (4-bromophenylboronic acid), C(=O)(O)[O-].[Na+] (NaHCO3). Solvent: O1CCOCC1 (1,4-dioxane), O (H2O). Yields the product BrC1=CC=C(C=C1)C1=CC(=C(C=C1)OC)C12CC3CC(CC(C1)C3)C2 (4′-Bromo-3-(1-admantanyl)-4-methoxybiphenyl). Isolated yield 42.8%. As a reaction SMILES: [C:1]12([C:11]3[CH:16]=[C:15](I)[CH:14]=[CH:13][C:12]=3[O:18][CH3:19])[CH2:10][CH:5]3[CH2:6][CH:7]([CH2:9][CH:3]([CH2:4]3)[CH2:2]1)[CH2:8]2.[Br:20][C:21]1[CH:26]=[CH:25][C:24](B(O)O)=[CH:23][CH:22]=1.C([O-])(O)=O.[Na+]>O1CCOCC1.O>[Br:20][C:21]1[CH:26]=[CH:25][C:24]([C:15]2[CH:14]=[CH:13][C:12]([O:18][CH3:19])=[C:11]([C:1]34[CH2:8][CH:7]5[CH2:9][CH:3]([CH2:4][CH:5]([CH2:6]5)[CH2:10]3)[CH2:2]4)[CH:16]=2)=[CH:23][CH:22]=1 |f:2.3|. Reported procedure: To a stirred solution of 2-(1-admantanyl)-4-iodo-1-methoxybenzene (0.19 g; 0.5 mmol) and 4-bromophenylboronic acid (0.1 g, 0.47 mmol) in 1,4-dioxane (10 ml) Pd(PPh3)4 (0.04 g) was added at 80° C., followed by the addition of the solution of NaHCO3 (0.2 g) in H2O (2 ml). The mixture was stirred at reflux for 2 h and the solvents were evaporated. The residue was diluted to 100 ml with EtOAc and washed with H2O. The organic layer was separated, dried over MgSO4, filtered and the filtrate was evapor...